This data is from the Open Reaction Database (ORD), a public repository of structured organic reaction records. The task is: describe an organic reaction: reactants, conditions, products, and yield The reactants are O (water), [H-].[Na+] (sodium hydride), 1-oxoindoline, CN(C)C=O (DMF), BrCC1=CC=C(C=C1)C(C(=O)OC(C)(C)C)C1CCCC1 (tert-butyl(+/−)-[4-(bromomethyl)phenyl](cyclopentyl)acetate). Run at time 25 minute. Yields the product C1(CCCC1)C(C(=O)OC(C)(C)C)C1=CC=C(C=C1)CN1C(C2=CC=CC=C2C1)=O (Tert-Butyl(+/−)-cyclopentyl{4-[(1-oxo-1,3-dihydro-2H-isoindol-2-yl)methyl]phenyl}acetate). As a reaction SMILES: [H-].[Na+].Br[CH2:4][C:5]1[CH:10]=[CH:9][C:8]([CH:11]([CH:19]2[CH2:23][CH2:22][CH2:21][CH2:20]2)[C:12]([O:14][C:15]([CH3:18])([CH3:17])[CH3:16])=[O:13])=[CH:7][CH:6]=1.O.[CH3:25][N:26]([CH:28]=[O:29])C>>[CH:19]1([CH:11]([C:8]2[CH:9]=[CH:10][C:5]([CH2:4][N:26]3[CH2:25][C:10]4[C:5](=[CH:6][CH:7]=[CH:8][CH:9]=4)[C:28]3=[O:29])=[CH:6][CH:7]=2)[C:12]([O:14][C:15]([CH3:18])([CH3:17])[CH3:16])=[O:13])[CH2:23][CH2:22][CH2:21][CH2:20]1 |f:0.1|. Procedure: At 0° C., 611.3 mg (15.3 mmol, 60%) of sodium hydride were added to 2.035 g (15.3 mmol) of 1-oxoindoline in 12 ml of DMF. The mixture was stirred for 25 min, and 6.0 g (12.7 mmol, about 75% pure) of tert-butyl(+/−)-[4-(bromomethyl)phenyl](cyclopentyl)acetate were then added at 0° C. The reaction mixture was stirred for a further 4 h while slowly warming to RT, water was then added and the mixture was extracted twice with dichloromethane. The combined organic phases were washed with saturated sod... Reactants: Cl.NO (hydroxylamine hydrochloride), C(C)(=O)[O-].[Na+] (sodium acetate), COC(COC1=CC=C(C=C1)C=O)=O (methyl-(4-formylphenoxy)acetate). Run in O (water), CO (methanol), O (water). Run at time 6 hour. Product: ON=CC1=CC=C(OCC(=O)OC)C=C1 (methyl {4-[(hydroxyimino)methyl]phenoxy}acetate). Isolated yield 74.3%. As a reaction SMILES: [CH3:1][O:2][C:3](=[O:14])[CH2:4][O:5][C:6]1[CH:11]=[CH:10][C:9]([CH:12]=O)=[CH:8][CH:7]=1.Cl.[NH2:16][OH:17].C([O-])(=O)C.[Na+]>CO.O>[OH:17][N:16]=[CH:12][C:9]1[CH:10]=[CH:11][C:6]([O:5][CH2:4][C:3]([O:2][CH3:1])=[O:14])=[CH:7][CH:8]=1 |f:1.2,3.4|. Procedure: A solution of methyl-(4-formylphenoxy)acetate (100 g, 0.515 mol) in methanol (500 mL) was cooled to 0-5° C. To this was added a solution of hydroxylamine hydrochloride (54 g) and sodium acetate (64 g) in water (500 mL) drop-wise and stirred at rt for 6 h. The reaction mixture diluted with water and filtered off the solid. The solid was washed with water and dried under vacuum to give the title compound (80 g, 74%). Reactants: N[C@H]1C2=C(C3=C(N(C1=O)CC1CC1)C=CC=C3)C=CC=C2 ((S)-7-amino-5-cyclopropylmethyl-5H,7H-dibenzo[b,d]azepin-6-one), CC(C(=O)O)C(=O)NCCC(C(F)(F)F)(F)F (2-methyl-N-(3,3,4,4,4-pentafluoro-butyl)-malonamic acid). Yields the product C1(CC1)CN1C2=C(C3=C([C@@H](C1=O)NC(C(C(=O)NCCC(C(F)(F)F)(F)F)C)=O)C=CC=C3)C=CC=C2 (N-((S)-5-cyclopropylmethyl-6-oxo-6,7-dihydro-5H-dibenzo[b,d]azepin-7-yl)-2-methyl-N′-(3,3,4,4,4-pentafluoro-butyl)-malonamide). Reaction SMILES: [NH2:1][C@@H:2]1[C:8](=[O:9])[N:7]([CH2:10][CH:11]2[CH2:13][CH2:12]2)[C:6]2[CH:14]=[CH:15][CH:16]=[CH:17][C:5]=2[C:4]2[CH:18]=[CH:19][CH:20]=[CH:21][C:3]1=2.[CH3:22][CH:23]([C:27]([NH:29][CH2:30][CH2:31][C:32]([F:38])([F:37])[C:33]([F:36])([F:35])[F:34])=[O:28])[C:24](O)=[O:25]>>[CH:11]1([CH2:10][N:7]2[C:8](=[O:9])[C@@H:2]([NH:1][C:24](=[O:25])[CH:23]([CH3:22])[C:27]([NH:29][CH2:30][CH2:31][C:32]([F:37])([F:38])[C:33]([F:36])([F:34])[F:35])=[O:28])[C:3]3[CH:21]=[CH:20][CH:19]=[CH:18][C:4]=3[C:5]3[CH:17]=[CH:16][CH:15]=[CH:14][C:6]2=3)[CH2:13][CH2:12]1. Procedure: (S)-7-amino-5-cyclopropylmethyl-5H,7H-dibenzo[b,d]azepin-6-one was coupled with 2-methyl-N-(3,3,4,4,4-pentafluoro-butyl)-malonamic acid in analogy to the description in example 73 to yield N-((S)-5-cyclopropylmethyl-6-oxo-6,7-dihydro-5H-dibenzo[b,d]azepin-7-yl)-2-methyl-N′-(3,3,4,4,4-pentafluoro-butyl)-malonamide (epimers) as white solid. Starting materials: CC#N, O=P(Cl)(Cl)Cl, Oc1cnnc2ccc(C(F)(F)F)cc12. Yields the product FC(F)(F)c1ccc2nncc(Cl)c2c1. RXN SMILES: [CH3:21][C:22]#[N:23].[Cl:16][P:17](=[O:18])([Cl:19])[Cl:20].[F:1][C:2]([c:3]1[cH:4][c:5]2[c:6]([OH:13])[cH:7][n:8][n:9][c:10]2[cH:11][cH:12]1)([F:14])[F:15]>>[F:1][C:2]([c:3]1[cH:4][c:5]2[c:6]([Cl:16])[cH:7][n:8][n:9][c:10]2[cH:11][cH:12]1)([F:14])[F:15].